This data is from the Open Reaction Database (ORD), a public repository of structured organic reaction records. The task is: describe an organic reaction: reactants, conditions, products, and yield Reactants: C1(CC1)ON=C(C(=O)N[C@H]1[C@@H]2N(C(=C(CS2)OC)C(=O)OCC2=CC=C(C=C2)[N+](=O)[O-])C1=O)C=1N=C(SC1)NC=O (p-Nitrobenzyl 7β-[2-cyclopropyloxyimino-2-(2-formamidothiazol-4-yl)acetamido]-3-methoxy-3-cephem-4-carboxylate), [H][H] (hydrogen), O1CCCC1 (tetrahydrofuran), C(C)(=O)O (acetic acid). Reagents/catalysts: [Pd] (palladium on carbon). The solvent is CO (methanol). Product: C1(CC1)ON=C(C(=O)N[C@H]1[C@@H]2N(C(=C(CS2)OC)C(=O)O)C1=O)C=1N=C(SC1)NC=O (7β-[2-cyclopropyloxyimino-2-(2-formamidothiazol-4-yl)acetamido]-3-methoxy-3-cephem-4-carboxylic acid). Isolated yield 50.1%. Reaction SMILES: [CH:1]1([O:4][N:5]=[C:6]([C:34]2[N:35]=[C:36]([NH:39][CH:40]=[O:41])[S:37][CH:38]=2)[C:7]([NH:9][C@@H:10]2[C:32](=[O:33])[N:12]3[C:13]([C:19]([O:21]CC4C=CC([N+]([O-])=O)=CC=4)=[O:20])=[C:14]([O:17][CH3:18])[CH2:15][S:16][C@H:11]23)=[O:8])[CH2:3][CH2:2]1.[H][H].O1CCCC1.C(O)(=O)C>[Pd].CO>[CH:1]1([O:4][N:5]=[C:6]([C:34]2[N:35]=[C:36]([NH:39][CH:40]=[O:41])[S:37][CH:38]=2)[C:7]([NH:9][C@@H:10]2[C:32](=[O:33])[N:12]3[C:13]([C:19]([OH:21])=[O:20])=[C:14]([O:17][CH3:18])[CH2:15][S:16][C@H:11]23)=[O:8])[CH2:3][CH2:2]1. Procedure: p-Nitrobenzyl 7β-[2-cyclopropyloxyimino-2-(2-formamidothiazol-4-yl)acetamido]-3-methoxy-3-cephem-4-carboxylate (syn isomer) (0.9 g) was hydrogenated under 1 atmospheric pressure of hydrogen in the presence of 10% palladium on carbon (0.9 g) in a mixture of methanol (20 ml), tetrahydrofuran (400 ml), and acetic acid (0.01 ml) at ambient temperature for 2 hours. The catalyst was filtered off and washed successively diluted aqueous solution of sodium bicarbonate and tetrahydrofuran. The filtrate an... Reactants: BrC1=CC(=CC2=C1NC(=N2)N2[C@@H](CN(CC2)C2=NC=CC=C2Cl)C)C(F)(F)F (7-Bromo-2-[(2R)-4-(3-chloropyridin-2-yl)-2-methylpiperazin-1-yl]-5-(trifluoromethyl)-1H-benzoimidazole), FC=1C=C(C=C(C1)F)B(O)O (3,5-difluoro-phenylboronic acid). Yields the product ClC=1C(=NC=CC1)N1C[C@H](N(CC1)C1=NC2=C(N1)C(=CC(=C2)C(F)(F)F)C2=CC(=CC(=C2)F)F)C (2-[(2R)-4-(3-Chloro-pyridin-2-yl)-2-methyl-piperazin-1-yl]-7-(3,5-difluoro-phenyl)-5-trifluoromethyl-1H-benzoimidazole). RXN SMILES: Br[C:2]1[C:7]2[NH:8][C:9]([N:11]3[CH2:16][CH2:15][N:14]([C:17]4[C:22]([Cl:23])=[CH:21][CH:20]=[CH:19][N:18]=4)[CH2:13][C@H:12]3[CH3:24])=[N:10][C:6]=2[CH:5]=[C:4]([C:25]([F:28])([F:27])[F:26])[CH:3]=1.[F:29][C:30]1[CH:31]=[C:32](B(O)O)[CH:33]=[C:34]([F:36])[CH:35]=1>>[Cl:23][C:22]1[C:17]([N:14]2[CH2:15][CH2:16][N:11]([C:9]3[NH:8][C:7]4[C:2]([C:32]5[CH:31]=[C:30]([F:29])[CH:35]=[C:34]([F:36])[CH:33]=5)=[CH:3][C:4]([C:25]([F:27])([F:26])[F:28])=[CH:5][C:6]=4[N:10]=3)[C@H:12]([CH3:24])[CH2:13]2)=[N:18][CH:19]=[CH:20][CH:21]=1. Procedure details: 7-Bromo-2-[(2R)-4-(3-chloropyridin-2-yl)-2-methylpiperazin-1-yl]-5-(trifluoromethyl)-1H-benzoimidazole (95 mg, 0.2 mmol, Example 77) and 3,5-difluoro-phenylboronic acid (39 mg, 0.25 mmol, Aldrich) reacted under the conditions of Example 51 a to give the title compound as a white amorphous solid. MS (ESI, pos. ion) m/z: 508 (M+1). Reactants: CO, [H][H], CC(c1ccc([N+](=O)[O-])cc1)n1ccnc1, N, c1ccsc1. RXN SMILES: [CH3:25][OH:26].[H:23][H:24].[N+:1]([O-:2])(=[O:3])[c:4]1[cH:5][cH:6][c:7]([CH:10]([CH3:11])[n:12]2[cH:13][n:14][cH:15][cH:16]2)[cH:8][cH:9]1.[NH3:22].[cH:17]1[cH:18][s:19][cH:20][cH:21]1>>[NH2:1][c:4]1[cH:5][cH:6][c:7]([CH:10]([CH3:11])[n:12]2[cH:13][n:14][cH:15][cH:16]2)[cH:8][cH:9]1. Yields the product CC(c1ccc(N)cc1)n1ccnc1.